Dataset: the Open Reaction Database (ORD), a public repository of structured organic reaction records. Task: describe an organic reaction: reactants, conditions, products, and yield The reactants are CCCCCCCCN1CC(CCC(=O)OC)c2c(C)cc(C)c(NC(=O)C(C)(C)C)c21, CCO, [Na+], [OH-], O. Yields the product CCCCCCCCN1CC(CCC(=O)O)c2c(C)cc(C)c(NC(=O)C(C)(C)C)c21. Reaction SMILES: [CH2:1]([CH2:2][CH2:3][CH2:4][CH2:5][CH2:6][CH2:7][CH3:8])[N:9]1[CH2:10][CH:11]([CH2:27][CH2:28][C:29](=[O:30])[O:31][CH3:32])[c:12]2[c:13]([CH3:26])[cH:14][c:15]([CH3:25])[c:16]([NH:18][C:19]([C:20]([CH3:21])([CH3:22])[CH3:23])=[O:24])[c:17]21.[CH3:35][CH2:36][OH:37].[Na+:34].[OH-:33].[OH2:38]>>[CH2:1]([CH2:2][CH2:3][CH2:4][CH2:5][CH2:6][CH2:7][CH3:8])[N:9]1[CH2:10][CH:11]([CH2:27][CH2:28][C:29](=[O:30])[OH:31])[c:12]2[c:13]([CH3:26])[cH:14][c:15]([CH3:25])[c:16]([NH:18][C:19]([C:20]([CH3:21])([CH3:22])[CH3:23])=[O:24])[c:17]21.